Task: describe an organic reaction: reactants, conditions, products, and yield. Dataset: the Open Reaction Database (ORD), a public repository of structured organic reaction records Starting materials: ClC1=CC=C(C=C1)[C@H]1CN(C[C@@H]1NC)C(=O)C1CCN(CC1)C(=O)C1(CC1)C (rac-{4-[(3S,4R)-3-(4-chloro-phenyl)-4-methylamino-pyrrolidine-1-carbonyl]-piperidin-1-yl}-(1-methyl-cyclopropyl)-methanone), ClC(=O)OCCCC (butyl chloroformate). The product is C(CCC)OC(N(C)[C@H]1CN(C[C@@H]1C1=CC=C(C=C1)Cl)C(=O)C1CCN(CC1)C(=O)C1(CC1)C)=O (rac-{(3R,4S)-4-(4-chloro-phenyl)-1-[1-(1-methyl-cyclopropanecarbonyl)-piperidine-4-carbonyl]-pyrrolidin-3-yl}-methyl-carbamic acid butyl ester). As a reaction SMILES: [Cl:1][C:2]1[CH:7]=[CH:6][C:5]([C@@H:8]2[C@@H:12]([NH:13][CH3:14])[CH2:11][N:10]([C:15]([CH:17]3[CH2:22][CH2:21][N:20]([C:23]([C:25]4([CH3:28])[CH2:27][CH2:26]4)=[O:24])[CH2:19][CH2:18]3)=[O:16])[CH2:9]2)=[CH:4][CH:3]=1.Cl[C:30]([O:32][CH2:33][CH2:34][CH2:35][CH3:36])=[O:31]>>[CH2:33]([O:32][C:30](=[O:31])[N:13]([C@@H:12]1[C@@H:8]([C:5]2[CH:6]=[CH:7][C:2]([Cl:1])=[CH:3][CH:4]=2)[CH2:9][N:10]([C:15]([CH:17]2[CH2:22][CH2:21][N:20]([C:23]([C:25]3([CH3:28])[CH2:27][CH2:26]3)=[O:24])[CH2:19][CH2:18]2)=[O:16])[CH2:11]1)[CH3:14])[CH2:34][CH2:35][CH3:36]. Reported procedure: In analogy to the procedure described for the synthesis of example 2 (step b), the title compound rac-{(3R,4S)-4-(4-chloro-phenyl)-1-[1-(1-methyl-cyclopropanecarbonyl)-piperidine-4-carbonyl]-pyrrolidin-3-yl}-methyl-carbamic acid butyl ester was prepared from rac-{4-[(3S,4R)-3-(4-chloro-phenyl)-4-methylamino-pyrrolidine-1-carbonyl]-piperidin-1-yl}-(1-methyl-cyclopropyl)-methanone instead of rac-{4-[(3S,4R)-3-(3,4-dichloro-phenyl)-4-methylamino-pyrrolidine-1-carbonyl]-piperidin-1-yl}-(1-methyl-cyc...